Dataset: the Open Reaction Database (ORD), a public repository of structured organic reaction records. Task: describe an organic reaction: reactants, conditions, products, and yield Reactants: COC1=C(C(=[N+](C=C1)[O-])C)C (4-methoxy-2,3-dimethylpyridine-1-oxide), C(C)(=O)OC(C)=O (acetic anhydride). Yields the product C(C)(=O)OCC1=NC=CC(=C1C)OC (2-acetoxymethyl-3-methyl-4-methoxy-pyridine). Isolated yield 33.3%. Reaction SMILES: [CH3:1][O:2][C:3]1[CH:8]=[CH:7][N+:6]([O-])=[C:5]([CH3:10])[C:4]=1[CH3:11].[C:12]([O:15]C(=O)C)(=[O:14])[CH3:13]>>[C:12]([O:15][CH2:10][C:5]1[C:4]([CH3:11])=[C:3]([O:2][CH3:1])[CH:8]=[CH:7][N:6]=1)(=[O:14])[CH3:13]. Procedure: To 37.2 g of 4-methoxy-2,3-dimethylpyridine-1-oxide, 55.0 g (5.0 eq.) of acetic anhydride was added, and the mixture was allowed to react for 3 hours at 90 to 100° C. Acetic anhydride was distilled off, and then the resulting concentrated residue was purified on a silica gel column, to obtain 15.8 g of 2-acetoxymethyl-3-methyl-4-methoxy-pyridine as an oily matter.